From a dataset of the Open Reaction Database (ORD), a public repository of structured organic reaction records. describe an organic reaction: reactants, conditions, products, and yield Reactants: BrCCC1=CNC2=CC=CC=C12 (3-(2-Bromo-ethyl)-indole), S1CNCC1 (thiazolidine). The solvent is C(Cl)(Cl)Cl (CHCl3). Product: N1C=C(C2=CC=CC=C12)CCN1CSCC1 (3-(2-(1H-Indol-3-yl)ethyl)thiazolidine). As a reaction SMILES: Br[CH2:2][CH2:3][C:4]1[C:12]2[C:7](=[CH:8][CH:9]=[CH:10][CH:11]=2)[NH:6][CH:5]=1.[S:13]1[CH2:17][CH2:16][NH:15][CH2:14]1>C(Cl)(Cl)Cl>[NH:6]1[C:7]2[C:12](=[CH:11][CH:10]=[CH:9][CH:8]=2)[C:4]([CH2:3][CH2:2][N:15]2[CH2:16][CH2:17][S:13][CH2:14]2)=[CH:5]1. Reported procedure: 3-(2-Bromo-ethyl)-indole (3.00 g, 13.4 mmol) and thiazolidine (2.38 g, 26.8 mmol) were stirred in abs. CHCl3 (25 ml) at a bath temperature of 75° C. for 5 h. The mixture was cooled to RT and extracted with dilute sulfuric acid (2×30 ml). The acidic aqueous phase was rendered alkaline with 5N NaOH, while cooling with ice, and extracted with ether (3×30 ml). The organic phase was dried over Na2SO4 and concentrated i. vac. and the residue was purified by flash chromatography with CHCl3/MeOH (20:1→4...